This data is from the Open Reaction Database (ORD), a public repository of structured organic reaction records. The task is: describe an organic reaction: reactants, conditions, products, and yield Starting materials: C(CC1=CC=CC=C1)[C@@H]1CNCCC1 ((S)-3-phenethyl-piperidine), BrCC(=O)C1=CC=C(C=C1)Cl (2-bromo-4′-chloroacetophenone), C(=O)([O-])[O-].[K+].[K+] (K2CO3). Run in CC#N (CH3CN). Reaction conditions: time 12 hour. Yields the product ClC1=CC=C(C=C1)C(CN1C[C@H](CCC1)CCC1=CC=CC=C1)=O ((S)-1-(4-Chloro-phenyl)-2-(3-phenethyl-piperidin-1-yl)-ethanone). Yield: 0.0%. Reaction SMILES: [CH2:1]([C@H:9]1[CH2:14][CH2:13][CH2:12][NH:11][CH2:10]1)[CH2:2][C:3]1[CH:8]=[CH:7][CH:6]=[CH:5][CH:4]=1.Br[CH2:16][C:17]([C:19]1[CH:24]=[CH:23][C:22]([Cl:25])=[CH:21][CH:20]=1)=[O:18].C([O-])([O-])=O.[K+].[K+]>CC#N>[Cl:25][C:22]1[CH:23]=[CH:24][C:19]([C:17](=[O:18])[CH2:16][N:11]2[CH2:12][CH2:13][CH2:14][C@H:9]([CH2:1][CH2:2][C:3]3[CH:8]=[CH:7][CH:6]=[CH:5][CH:4]=3)[CH2:10]2)=[CH:20][CH:21]=1 |f:2.3.4|. Procedure: A solution of (S)-3-phenethyl-piperidine (4.23 mmol, 801 mg), 2-bromo-4′-chloroacetophenone (1.5 equiv, 6.35 mmol, 1.48 g) and K2CO3 (2.0 equiv, 8.46 mmol, 1.17 g) in CH3CN (10 mL) was heated to 60° C. and stirred for 12 h. The reaction mixture was quenched with H2O (25 mL) and then extracted with EtOAc (2×50 mL). The combined organics were dried with NaCl(sat) and Na2SO4(s). The solvents were removed in vacuo and chromatography (Isco Combi-Flash, 110 g cartridge, 9:1 Hexane-EtOAc) provided the ... The reactants are [N+](=O)([O-])C1=CC=C2CCNC(C2=C1)=O (7-nitro-1,2,3,4-tetrahydroisoquinolin-1-one), CO (methanol), C(C=C)(=O)OC (methyl acrylate), C[O-].[Na+] (sodium methoxide). Product: C(C)C(=O)CON1C(C2=CC(=CC=C2CC1)[N+](=O)[O-])=O (2-ethylcarbonylmethoxy-7-nitro-1,2,3,4-tetrahydroisoquinolin-1-one). Isolated yield 69.0%. RXN SMILES: [N+:1]([C:4]1[CH:13]=[C:12]2[C:7]([CH2:8][CH2:9][NH:10][C:11]2=[O:14])=[CH:6][CH:5]=1)([O-:3])=[O:2].[C:15](OC)(=O)[CH:16]=C.[CH3:21][O-:22].[Na+].[CH3:24][OH:25]>>[CH2:15]([C:21]([CH2:24][O:25][N:10]1[CH2:9][CH2:8][C:7]2[C:12](=[CH:13][C:4]([N+:1]([O-:3])=[O:2])=[CH:5][CH:6]=2)[C:11]1=[O:14])=[O:22])[CH3:16] |f:2.3|. Procedure details: To a solution consisting of 7-nitro-1,2,3,4-tetrahydroisoquinolin-1-one (3.0 g, 15.6 mmol), methyl acrylate (15 mL, 156 mmol) and methanol (50 m L) was added sodium methoxide (840 mg, 15.6 mmol). The resulting solution was refluxed overnight. The reaction solution was concentrated and the resulting residue was introduced unto a silica gel column equilibrated with ethyl acetate/Hexane (3:7). Elution was done with the same solvent system. Desired fractions were concentrated to give title compound ...